describe an organic reaction: reactants, conditions, products, and yield From a dataset of the Open Reaction Database (ORD), a public repository of structured organic reaction records. Starting materials: [N+](=O)([O-])C1=CC2=C(CCN(CC2)CCOC2=CC=C(C=C2)[N+](=O)[O-])C=C1 (7-Nitro-3-(2-[4-nitrophenoxy]ethyl)-1,2,4,5-tetrahydro-3H-3-benzazepine). Solvent: C(C)(=O)OCC (ethyl acetate). Yields the product NC1=CC2=C(CCN(CC2)CCOC2=CC=C(C=C2)N)C=C1 (7-Amino-3-(2-[4-aminophenoxy]ethyl)-1,2,4,5-tetrahydro-3H-3-benzazepine). RXN SMILES: [N+:1]([C:4]1[CH:26]=[CH:25][C:7]2[CH2:8][CH2:9][N:10]([CH2:13][CH2:14][O:15][C:16]3[CH:21]=[CH:20][C:19]([N+:22]([O-])=O)=[CH:18][CH:17]=3)[CH2:11][CH2:12][C:6]=2[CH:5]=1)([O-])=O>C(OCC)(=O)C>[NH2:1][C:4]1[CH:26]=[CH:25][C:7]2[CH2:8][CH2:9][N:10]([CH2:13][CH2:14][O:15][C:16]3[CH:21]=[CH:20][C:19]([NH2:22])=[CH:18][CH:17]=3)[CH2:11][CH2:12][C:6]=2[CH:5]=1. Reported procedure: 7-Nitro-3-(2-[4-nitrophenoxy]ethyl)-1,2,4,5-tetrahydro-3H-3-benzazepine (0.42 g) was stirred at room temperature under a hydrogen atmosphere [344.7 kPa (50 p.s.i.)] in ethyl acetate containing 5% Pd/C for 4 hours. The catalyst was then removed by filtration and the filtration evaporated in vacuo to give the title compound as an oil, which was used directly without further purification, yield 0.3 g. Reactants: Fc1ccccc1CCBr, O=C(O)Cc1ccc(F)cc1. Product: Fc1ccc(CCBr)cc1. As a reaction SMILES: [Br:12][CH2:13][CH2:14][c:15]1[cH:16][cH:17][cH:18][cH:19][c:20]1[F:21].[F:1][c:2]1[cH:3][cH:4][c:5]([CH2:8][C:9]([OH:10])=[O:11])[cH:6][cH:7]1>>[F:1][c:2]1[cH:3][cH:4][c:5]([CH2:8][CH2:9][Br:12])[cH:6][cH:7]1.